From a dataset of the Open Reaction Database (ORD), a public repository of structured organic reaction records. describe an organic reaction: reactants, conditions, products, and yield Starting materials: CNc1cc(Nc2cccc(C#N)c2)ncn1, O=C=Nc1c(Cl)cccc1Cl, C1COCCO1. The product is CN(C(=O)Nc1c(Cl)cccc1Cl)c1cc(Nc2cccc(C#N)c2)ncn1. Reaction SMILES: [CH3:1][NH:2][c:3]1[cH:4][c:5]([NH:9][c:10]2[cH:11][c:12]([C:13]#[N:14])[cH:15][cH:16][cH:17]2)[n:6][cH:7][n:8]1.[Cl:18][c:19]1[c:20]([N:26]=[C:27]=[O:28])[c:21]([Cl:25])[cH:22][cH:23][cH:24]1.[O:29]1[CH2:30][CH2:31][O:32][CH2:33][CH2:34]1>>[CH3:1][N:2]([c:3]1[cH:4][c:5]([NH:9][c:10]2[cH:11][c:12]([C:13]#[N:14])[cH:15][cH:16][cH:17]2)[n:6][cH:7][n:8]1)[C:27]([NH:26][c:20]1[c:19]([Cl:18])[cH:24][cH:23][cH:22][c:21]1[Cl:25])=[O:28].